Dataset: the Open Reaction Database (ORD), a public repository of structured organic reaction records. Task: describe an organic reaction: reactants, conditions, products, and yield Starting materials: S1C=CC2=NC=CC(=C21)O (thieno[3,2-b]pyridin-7-ol), IN1C(CCC1=O)=O (N-iodosuccinimide). Solvent: C(C)#N (acetonitrile). Yields the product IC=1C(=C2C(=NC1)C=CS2)O (6-Iodothieno[3,2-b]pyridin-7-ol). As a reaction SMILES: [S:1]1[C:9]2[C:4](=[N:5][CH:6]=[CH:7][C:8]=2[OH:10])[CH:3]=[CH:2]1.[I:11]N1C(=O)CCC1=O>C(#N)C>[I:11][C:7]1[C:8]([OH:10])=[C:9]2[S:1][CH:2]=[CH:3][C:4]2=[N:5][CH:6]=1. Procedure details: A mixture of thieno[3,2-b]pyridin-7-ol (from Aldrich) (0.54 g, 3.6 mmol) and N-iodosuccinimide (0.88 g, 3.9 mmol) in acetonitrile (10 mL) was heated at reflux overnight. The mixture was concentrated under reduced pressure to give the desired product which was used in the next step without further purification. LCMS calculated for C7H5INOS (M+H)+: m/z=277.9. Found: 277.8. The reactants are C(C)OC1=CC=C(C=C1)C=CC1=CC=C(C=C1)OC(F)F (1-(4-ethoxyphenyl)-2-(4'-difluoromethoxyphenyl)-ethene). Reagents/catalysts: [Pd] (Pd/C). Solvent: C1CCOC1 (THF). The product is C(C)OC1=CC=C(C=C1)CCC1=CC=C(C=C1)OC(F)F (1-(4-Ethoxyphenyl)-2-(4'-difluoromethoxyphenyl)-ethane). As a reaction SMILES: [CH2:1]([O:3][C:4]1[CH:9]=[CH:8][C:7]([CH:10]=[CH:11][C:12]2[CH:17]=[CH:16][C:15]([O:18][CH:19]([F:21])[F:20])=[CH:14][CH:13]=2)=[CH:6][CH:5]=1)[CH3:2]>C1COCC1.[Pd]>[CH2:1]([O:3][C:4]1[CH:5]=[CH:6][C:7]([CH2:10][CH2:11][C:12]2[CH:17]=[CH:16][C:15]([O:18][CH:19]([F:20])[F:21])=[CH:14][CH:13]=2)=[CH:8][CH:9]=1)[CH3:2]. Procedure: 19.7 g of 1-(4-ethoxyphenyl)-2-(4'-difluoromethoxyphenyl)-ethene are hydrogenated in 150 ml of THF analogously to Example 6b, using 6 g of Pd/C (5% Pd) as catalyst. m.p.: 37° C., Δn=0.103, viscosity: 8 Starting materials: OC1=CC=C(C(=O)O)C=C1 (p-hydroxy-benzoic acid), [OH-].[Na+] (sodium hydroxide), [OH-].[Na+] (sodium hydroxide), [OH-].[Na+] (sodium hydroxide), C(C)(=O)OCCCCBr (4-bromobutyl acetate), Cl (hydrochloric acid). Solvent: O (water), O (water). Conditions: temperature 10 celsius, time 1 hour. Product: OCCCCOC1=CC=C(C(=O)O)C=C1 (p-(4-hydroxy-n-butoxy)benzoic acid). RXN SMILES: [OH:1][C:2]1[CH:10]=[CH:9][C:5]([C:6]([OH:8])=[O:7])=[CH:4][CH:3]=1.[OH-].[Na+].C([O:16][CH2:17][CH2:18][CH2:19][CH2:20]Br)(=O)C.Cl>O>[OH:16][CH2:17][CH2:18][CH2:19][CH2:20][O:1][C:2]1[CH:10]=[CH:9][C:5]([C:6]([OH:8])=[O:7])=[CH:4][CH:3]=1 |f:1.2|. Procedure: In a 22 liter stirred reactor, 1.16 kilograms of p-hydroxy-benzoic acid (M.W. 138) in 4 liters of water are neutralized by the addition of 0.5 liter of 40% aqueous sodium hydroxide. The temperature is adjusted to 50° C. and over a period of one hour, 1200 milliliters of 4-bromobutyl acetate are slowly added. The temperature is then raised to 90° C.+10° C. and the hot reaction mixture kept at pH 10 by continuous titration with a 40% sodium hydroxide solution. When no change in pH is noted for a p... Starting materials: ClC1=C(C=C2C=CNC(C2=C1)=O)F (7-Chloro-6-fluoro-2H-isoquinolin-1-one), C([O-])([O-])=O.[Cs+].[Cs+] (cesium carbonate), COC1=CC=C(CCl)C=C1 (p-methoxy benzyl chloride). Solvent: CN(C)C=O (DMF). Reaction conditions: time 2 hour. Product: ClC1=C(C=C2C=CN(C(C2=C1)=O)CC1=CC=C(C=C1)OC)F (7-Chloro-6-fluoro-2-(4-methoxy-benzyl)-2H-isoquinolin-1-one). As a reaction SMILES: [Cl:1][C:2]1[CH:11]=[C:10]2[C:5]([CH:6]=[CH:7][NH:8][C:9]2=[O:12])=[CH:4][C:3]=1[F:13].C(=O)([O-])[O-].[Cs+].[Cs+].[CH3:20][O:21][C:22]1[CH:29]=[CH:28][C:25]([CH2:26]Cl)=[CH:24][CH:23]=1>CN(C=O)C>[Cl:1][C:2]1[CH:11]=[C:10]2[C:5]([CH:6]=[CH:7][N:8]([CH2:26][C:25]3[CH:28]=[CH:29][C:22]([O:21][CH3:20])=[CH:23][CH:24]=3)[C:9]2=[O:12])=[CH:4][C:3]=1[F:13] |f:1.2.3|. Procedure details: 10 g of 7-chloro-6-fluoro-2H-isoquinolin-1-one (60) were suspended in 100 mL of DMF. 19.75 g of cesium carbonate and 7.55 mL of p-methoxy benzyl chloride were added successively and the mixture was stirred for 2 h. The mixture was poured on ice/water and the formed precipitate was filtered off, washed with water and dried in vacuum to give 13.67 g of the title compound. Rt=1.96 min (Method B). Detected mass: 318.1 (M+H+). The reactants are solution, C#CC1=CC=C(C=C1)O (poly(p-hydroxystyrene)), CC(=O)CC(C)C (methyl isobutylketone), ion, polystyrene, C#CC1=CC=C(C=C1)O (poly(p-hydroxystyrene)), O.C1(=CC=C(C=C1)S(=O)(=O)O)C (p-toluenesulfonic acid monohydrate), C(C(C)C)C(=O)C (methyl isobutyl ketone), C(=C)OCC (ethyl vinyl ether). The solvent is O (water). Reaction conditions: temperature 25 celsius, time 3 hour. The product is C(C)OCCOC1=CC=C(C=C)C=C1.OC1=CC=C(C=C)C=C1 (p-1-ethoxyethoxystyrene p-hydroxystyrene). RXN SMILES: [CH:1]#[C:2][C:3]1[CH:8]=[CH:7][C:6]([OH:9])=[CH:5][CH:4]=1.O.C1(C)C=CC(S(O)(=O)=O)=CC=1.C(C(C)=O)C(C)C.[CH:29]([O:31][CH2:32][CH3:33])=[CH2:30]>O>[CH2:29]([O:31][CH2:32][CH2:33][O:9][C:6]1[CH:7]=[CH:8][C:3]([CH:2]=[CH2:1])=[CH:4][CH:5]=1)[CH3:30].[OH:9][C:6]1[CH:7]=[CH:8][C:3]([CH:2]=[CH2:1])=[CH:4][CH:5]=1 |f:1.2,6.7|. Reported procedure: Into a flask were charged 108.3 g of a solution of poly(p-hydroxystyrene)(weight-average molecular weight: about 15200, degree of dispersion: 1.20 (GPC method: reduced by polystyrene), 30.0 g as the weight of poly(p-hydroxystyrene)), 0.005 g of p-toluenesulfonic acid monohydrate and 102 g of methyl isobutyl ketone, and the mixture was stirred. Into this resin solution was dropped 8.7 g of ethyl vinyl ether (0.12 mol, 0.48 equivalent based on hydroxyl groups in poly(p-hydroxystyrene)) using a dro... The reactants are [Si](C1=CC=CC=C1)(C1=CC=CC=C1)(C(C)(C)C)O[C@H]1C[C@@H]2CC[C@H]3[C@@H]4CC[C@@H]([C@@]4(C)CC[C@@H]3[C@]2(CC1)C)C#CC(C)O (4[3α-(t-butyidiphenylsilyloxy)-5α-androstan-17β-yl]-3-butyn-2-ol), solution, (n-Bu)4N, [NH4+].[Cl-] (NH4Cl). Solvent: O1CCCC1 (tetrahydrofuran). Reaction conditions: time 24 hour. The product is OC(C#C[C@@H]1[C@]2(C)[C@@H](CC1)[C@@H]1CC[C@H]3C[C@@H](CC[C@]3(C)[C@H]1CC2)O)C (17β-(3-hydroxy-1-butynyl)-5α-androstane-3α-ol). As a reaction SMILES: [Si]([O:18][C@@H:19]1[CH2:36][CH2:35][C@@:34]2([CH3:37])[C@@H:21]([CH2:22][CH2:23][C@@H:24]3[C@@H:33]2[CH2:32][CH2:31][C@@:29]2([CH3:30])[C@H:25]3[CH2:26][CH2:27][C@@H:28]2[C:38]#[C:39][CH:40]([OH:42])[CH3:41])[CH2:20]1)(C(C)(C)C)(C1C=CC=CC=1)C1C=CC=CC=1.[NH4+].[Cl-]>O1CCCC1>[OH:42][CH:40]([CH3:41])[C:39]#[C:38][C@H:28]1[CH2:27][CH2:26][C@H:25]2[C@H:24]3[C@H:33]([CH2:32][CH2:31][C@:29]12[CH3:30])[C@:34]1([CH3:37])[C@H:21]([CH2:20][C@H:19]([OH:18])[CH2:36][CH2:35]1)[CH2:22][CH2:23]3 |f:1.2|. Reported procedure: A solution of 4[3α-(t-butyidiphenylsilyloxy)-5α-androstan-17β-yl]-3-butyn-2-ol (30 mg, 0.052 mmol) in anhydrous tetrahydrofuran (2 mL) was treated with a 1M solution of (n-Bu)4N+F− (1.04 mL, 1.04 mmol) and the resulting solution was stirred at RT for 24 h. Addition of saturated aqueous NH4Cl solution was followed by extraction with ethyl acetate. The organic layer was extracted with water, brine and was dried with Na2SO4, and the solvent was evaporated in vacuo. Subsequent purification of the re... The reactants are COC(=O)c1c(C)n(C)n(-c2ccccc2)c1=O, ClC(Cl)Cl, O=C1CCC(=O)N1Br. The product is COC(=O)c1c(CBr)n(C)n(-c2ccccc2)c1=O. RXN SMILES: [CH3:1][n:2]1[n:3](-[c:13]2[cH:14][cH:15][cH:16][cH:17][cH:18]2)[c:4](=[O:12])[c:5]([C:8](=[O:9])[O:10][CH3:11])[c:6]1[CH3:7].[Cl:27][CH:28]([Cl:29])[Cl:30].[O:19]=[C:20]1[N:21]([Br:26])[C:22](=[O:23])[CH2:24][CH2:25]1>>[CH3:1][n:2]1[n:3](-[c:13]2[cH:14][cH:15][cH:16][cH:17][cH:18]2)[c:4](=[O:12])[c:5]([C:8](=[O:9])[O:10][CH3:11])[c:6]1[CH2:7][Br:26].